Dataset: the Open Reaction Database (ORD), a public repository of structured organic reaction records. Task: describe an organic reaction: reactants, conditions, products, and yield The reactants are COc1nn(-c2ccc(N)c(C)c2)c(=O)o1, Cc1ccccc1, O=C=Nc1ccc(Cl)c(Cl)c1. The product is COc1nn(-c2ccc(NC(=O)Nc3ccc(Cl)c(Cl)c3)c(C)c2)c(=O)o1. As a reaction SMILES: [CH3:1][O:2][c:3]1[n:4][n:5](-[c:9]2[cH:10][c:11]([CH3:16])[c:12]([NH2:15])[cH:13][cH:14]2)[c:6](=[O:8])[o:7]1.[CH3:28][c:29]1[cH:30][cH:31][cH:32][cH:33][cH:34]1.[Cl:17][c:18]1[cH:19][c:20]([N:25]=[C:26]=[O:27])[cH:21][cH:22][c:23]1[Cl:24]>>[CH3:1][O:2][c:3]1[n:4][n:5](-[c:9]2[cH:10][c:11]([CH3:16])[c:12]([NH:15][C:26]([NH:25][c:20]3[cH:19][c:18]([Cl:17])[c:23]([Cl:24])[cH:22][cH:21]3)=[O:27])[cH:13][cH:14]2)[c:6](=[O:8])[o:7]1. Reactants: O=C([O-])[O-], CCO, COCCOC, C=C(B1OC(C)CC(C)(C)O1)C(F)(F)F, COC(=O)c1ccc(C)c(-c2ccc3c(Cl)nncc3c2)c1, ClCCl, [K+], [K+], c1ccc(P(c2ccccc2)(c2ccccc2)[Pd](P(c2ccccc2)(c2ccccc2)c2ccccc2)(P(c2ccccc2)(c2ccccc2)c2ccccc2)P(c2ccccc2)(c2ccccc2)c2ccccc2)cc1. Yields the product C=C(c1nncc2cc(-c3cc(C(=O)OC)ccc3C)ccc12)C(F)(F)F. Reaction SMILES: [C:41](=[O:42])([O-:43])[O-:44].[CH2:38]([OH:39])[CH3:40].[CH3:127][O:128][CH2:129][CH2:130][O:131][CH3:132].[CH3:23][C:24]1([CH3:25])[CH2:26][CH:27]([CH3:28])[O:29][B:30]([C:31]([C:32]([F:33])([F:34])[F:35])=[CH2:36])[O:37]1.[Cl:1][c:2]1[n:3][n:4][cH:5][c:6]2[cH:7][c:8](-[c:12]3[cH:13][c:14]([C:15](=[O:16])[O:17][CH3:18])[cH:19][cH:20][c:21]3[CH3:22])[cH:9][cH:10][c:11]12.[Cl:47][CH2:48][Cl:49].[K+:45].[K+:46].[cH:50]1[cH:51][cH:52][c:53]([P:54]([Pd:55]([P:56]([c:57]2[cH:58][cH:59][cH:60][cH:61][cH:62]2)([c:63]2[cH:64][cH:65][cH:66][cH:67][cH:68]2)[c:69]2[cH:70][cH:71][cH:72][cH:73][cH:74]2)([P:75]([c:76]2[cH:77][cH:78][cH:79][cH:80][cH:81]2)([c:82]2[cH:83][cH:84][cH:85][cH:86][cH:87]2)[c:88]2[cH:89][cH:90][cH:91][cH:92][cH:93]2)[P:94]([c:95]2[cH:96][cH:97][cH:98][cH:99][cH:100]2)([c:101]2[cH:102][cH:103][cH:104][cH:105][cH:106]2)[c:107]2[cH:108][cH:109][cH:110][cH:111][cH:112]2)([c:113]2[cH:114][cH:115][cH:116][cH:117][cH:118]2)[c:119]2[cH:120][cH:121][cH:122][cH:123][cH:124]2)[cH:125][cH:126]1>>[c:2]1([C:31]([C:32]([F:33])([F:34])[F:35])=[CH2:36])[n:3][n:4][cH:5][c:6]2[cH:7][c:8](-[c:12]3[cH:13][c:14]([C:15](=[O:16])[O:17][CH3:18])[cH:19][cH:20][c:21]3[CH3:22])[cH:9][cH:10][c:11]12. The reactants are CC(C)(C)OC(Nc1ccc(C=O)cn1)=O, CC1=CN=C(C=C1)N, [C-]#[N+]C1CCCCC1. The reagents and catalysts are O=C(O)C(F)(F)F (trifluoroacetic acid). Run in CC(C)O (isopropyl alcohol), CC(C)O (isopropylalcohol). Run at temperature 22 celsius, time 20 hour. The product is Cc1ccc2nc(c3ccc(NC(=O)OC(C)(C)C)nc3)c(NC3CCCCC3)n2c1. The yield is 22.7%. RXN SMILES: CC1=CC=C(N)N=C1.[C-]#[N+]C1CCCCC1.CC(C)(C)OC(=O)NC1=CC=C(C=O)C=N1>>CC1=CN2C(C=C1)=NC(=C2NC1CCCCC1)C1=CN=C(NC(=O)OC(C)(C)C)C=C1. The reactants are [Br-], COCCOC, CN(C)C=O, N#Cc1ccccc1-c1cc(-c2cnc3c(=O)[nH]ccn23)ccc1F, [H-], CCI, [Li+], [Na+], O. Product: CCn1ccn2c(-c3ccc(F)c(-c4ccccc4C#N)c3)cnc2c1=O. As a reaction SMILES: [Br-:29].[CH3:33][O:34][CH2:35][CH2:36][O:37][CH3:38].[CH3:39][N:40]([CH3:41])[CH:42]=[O:43].[F:1][c:2]1[c:3](-[c:18]2[c:19]([C:24]#[N:25])[cH:20][cH:21][cH:22][cH:23]2)[cH:4][c:5](-[c:8]2[cH:9][n:10][c:11]3[n:12]2[cH:13][cH:14][nH:15][c:16]3=[O:17])[cH:6][cH:7]1.[H-:26].[I:30][CH2:31][CH3:32].[Li+:28].[Na+:27].[OH2:44]>>[F:1][c:2]1[c:3](-[c:18]2[c:19]([C:24]#[N:25])[cH:20][cH:21][cH:22][cH:23]2)[cH:4][c:5](-[c:8]2[cH:9][n:10][c:11]3[n:12]2[cH:13][cH:14][n:15]([CH2:31][CH3:32])[c:16]3=[O:17])[cH:6][cH:7]1.